This data is from the Open Reaction Database (ORD), a public repository of structured organic reaction records. The task is: describe an organic reaction: reactants, conditions, products, and yield The reactants are COC(=O)C1=Cc2cc(Br)ccc2N(c2ccccc2)CC1, CN, O=S(=O)(O)Cl, ClCCl, O. The product is CNS(=O)(=O)c1ccc(N2CCC(C(=O)OC)=Cc3cc(Br)ccc32)cc1. Reaction SMILES: [Br:1][c:2]1[cH:3][cH:4][c:5]2[c:6]([cH:22]1)[CH:7]=[C:8]([C:18](=[O:19])[O:20][CH3:21])[CH2:9][CH2:10][N:11]2[c:12]1[cH:13][cH:14][cH:15][cH:16][cH:17]1.[CH3:28][NH2:29].[Cl:23][S:24](=[O:25])(=[O:26])[OH:27].[Cl:30][CH2:31][Cl:32].[OH2:33]>>[Br:1][c:2]1[cH:3][cH:4][c:5]2[c:6]([cH:22]1)[CH:7]=[C:8]([C:18](=[O:19])[O:20][CH3:21])[CH2:9][CH2:10][N:11]2[c:12]1[cH:13][cH:14][c:15]([S:24](=[O:25])(=[O:27])[NH:29][CH3:28])[cH:16][cH:17]1. Starting materials: C(=O)([O-])[O-].[K+].[K+] (K2CO3), CC=1SC(=C(N1)C(=O)O)C1=CC=CC=C1 (methyl-5-phenylthiazole-4-carboxylic acid), C1(=CC=CC=C1)B(O)O (phenyl boronic acid), Pd tetrakistriphenylphospine. Run in C1(=CC=CC=C1)C (Toluene), CCOC(=O)C (AcOEt), O (water). Run at temperature 120 celsius. Product: C1(CC1)C1=CC=C(C(=N1)C(=O)OC)C1=CC=CC=C1 (methyl 6-cyclopropyl-3-phenylpicolinate). Yield: 74.8%. As a reaction SMILES: CC1S[C:4]([C:10]2[CH:15]=[CH:14][CH:13]=[CH:12][CH:11]=2)=[C:5]([C:7]([OH:9])=[O:8])[N:6]=1.[C:16]1(B(O)O)[CH:21]=[CH:20][CH:19]=[CH:18][CH:17]=1.[C:25]([O-])([O-])=O.[K+].[K+]>C1(C)C=CC=CC=1.CCOC(C)=O.O>[CH:13]1([C:14]2[N:6]=[C:5]([C:7]([O:9][CH3:25])=[O:8])[C:4]([C:16]3[CH:21]=[CH:20][CH:19]=[CH:18][CH:17]=3)=[CH:10][CH:15]=2)[CH2:12][CH2:11]1 |f:2.3.4|. Procedure details: To a suspension of 6-Cyclopropyl-3-iodo-pyridine-2-carboxylic acid methyl ester (D85, 200 mg, 0.66 mmol), phenyl boronic acid (80.5 mg, 0.66 mmol) and Pd tetrakistriphenylphospine (76.3 mg; 0.066 mmol) in dry Toluene (3 ml) was added K2CO3 (1M acq solution, 0.66 ml, 0.66 mmol). The mixture was heated in microwave oven for 25 min at 120° C. The reaction mixture was diluted with AcOEt (10 mL) and water (10 mL). The organic layer was separated, washed with brine, dried over Na2SO4 and filtrated. Th... Reactants: COC(C1=CC(=CC=C1)COC1=CC(=CC=C1)C=1N=C(N2C1C(=NC=C2)N)C2CCC2)=O (3-[3-(8-Amino-3-cyclobutyl-imidazo[1,5-a]pyrazin-1-yl)-phenoxymethyl]-benzoic acid methyl ester), N (NH3). Solvent: CO (MeOH). Conditions: temperature 60 celsius. Yields the product NC=1C=2N(C=CN1)C(=NC2C=2C=C(OCC=1C=C(C(=O)N)C=CC1)C=CC2)C2CCC2 (3-[3-(8-Amino-3-cyclobutyl-imidazo[1,5-a]pyrazin-1-yl)-phenoxymethyl]-Benzamide). As a reaction SMILES: C[O:2][C:3](=O)[C:4]1[CH:9]=[CH:8][CH:7]=[C:6]([CH2:10][O:11][C:12]2[CH:17]=[CH:16][CH:15]=[C:14]([C:18]3[N:19]=[C:20]([CH:28]4[CH2:31][CH2:30][CH2:29]4)[N:21]4[CH:26]=[CH:25][N:24]=[C:23]([NH2:27])[C:22]=34)[CH:13]=2)[CH:5]=1.[NH3:33]>CO>[NH2:27][C:23]1[C:22]2[N:21]([C:20]([CH:28]3[CH2:31][CH2:30][CH2:29]3)=[N:19][C:18]=2[C:14]2[CH:13]=[C:12]([CH:17]=[CH:16][CH:15]=2)[O:11][CH2:10][C:6]2[CH:5]=[C:4]([CH:9]=[CH:8][CH:7]=2)[C:3]([NH2:33])=[O:2])[CH:26]=[CH:25][N:24]=1. Reported procedure: 3-[3-(8-Amino-3-cyclobutyl-imidazo[1,5-a]pyrazin-1-yl)-phenoxymethyl]-benzoic acid methyl ester (150 mg, 0.35 mmol) was dissolved in a sealed tube with 2.0 ml of 7N NH3 in MeOH and heated to 60° C. overnight. LC/MS analysis indicated that the reaction was incomplete, therefore NH3 gas was bubbled into the solution and the reaction was run at 100° C. in a 100 mL Parr pressure vessel. The product was chromatographed on silica gel [Jones Flashmaster, 5 g cartridge, eluting with 2% NH3 in MeOH:CH2Cl... The reactants are CCN(C(C)C)C(C)C (DIEA), CCN=C=NCCCN(C)C (EDCI), O=C1NC=2C(C3=CN=CC=C13)=CC=CC2C(=O)O (5-oxo-5,6-dihydrobenzo[c][2,6]naphthyridine-7-carboxylic acid), C=1C=CC2=C(C1)N=NN2O (HOBt), [NH4+].[Cl-] (NH4Cl). Solvent: O (H2O), CN1CCCC1=O (NMP), [Cl-].[Na+].O (brine), O (Water). Run at temperature 80 celsius, time 2.5 hour. Product: O=C1NC=2C(C3=CN=CC=C13)=CC=CC2C(=O)N (5-oxo-5,6-dihydrobenzo[c][2,6]naphthyridine-7-carboxamide), solid. Isolated yield 96.0%. As a reaction SMILES: [O:1]=[C:2]1[C:11]2[C:6](=[CH:7][N:8]=[CH:9][CH:10]=2)[C:5]2=[CH:12][CH:13]=[CH:14][C:15]([C:16]([OH:18])=O)=[C:4]2[NH:3]1.C1C=CC2N(O)N=[N:25]C=2C=1.[NH4+].[Cl-].CCN(C(C)C)C(C)C.CCN=C=NCCCN(C)C>CN1C(=O)CCC1.[Cl-].[Na+].O.O>[O:1]=[C:2]1[C:11]2[C:6](=[CH:7][N:8]=[CH:9][CH:10]=2)[C:5]2=[CH:12][CH:13]=[CH:14][C:15]([C:16]([NH2:25])=[O:18])=[C:4]2[NH:3]1 |f:2.3,7.8.9|. Procedure: 5-oxo-5,6-dihydrobenzo[c][2,6]naphthyridine-7-carboxylic acid (1.0 eq, 1.91 g, 7.96 mmol) was mixed with HOBt.H2O (2.0 eq, 2.15 g, 15.91 mmol) and NH4Cl (8.0 eq, 3.41 g, 63.6 mmol) in NMP (30 ml). DIEA (4.0 eq, 5.5 ml, 31.57 mmol) and EDCI (2.0 eq, 3.05 g, 15.91 mmol) was added and the mixture was stirred in a closed vessel at 80° C. for 2.5 hours. Water and brine were added. The solid was filtered, washed with water, washed with methanol and dried in a vacuum oven. 5-oxo-5,6-dihydrobenzo[c][2,6... Starting materials: CCOC(=O)C (EtOAc), BrC=1C=CC=2C3=C(NC2C1)CCN(C3)C(=O)OC(C)(C)C (tert-Butyl 7-bromo-3,4-dihydro-1H-pyrido[4,3-b]indole-2(5H)-carboxylate), [OH-].[Na+] (NaOH), S(=O)(=O)(C1=CC=C(C)C=C1)Cl (TsCl). Solvent: O (H2O), O (H2O), C1(=CC=CC=C1)C (toluene). Conditions: temperature 25 celsius, time 1.5 hour. Product: BrC=1C=CC=2C3=C(N(C2C1)S(=O)(=O)C1=CC=C(C)C=C1)CCN(C3)C(=O)OC(C)(C)C (tert-Butyl 7-bromo-5-tosyl-3,4-dihydro-1H-pyrido[4,3-b]indole-2(5H)-carboxylate). The yield is 90.5%. RXN SMILES: [Br:1][C:2]1[CH:3]=[CH:4][C:5]2[C:6]3[CH2:14][N:13]([C:15]([O:17][C:18]([CH3:21])([CH3:20])[CH3:19])=[O:16])[CH2:12][CH2:11][C:7]=3[NH:8][C:9]=2[CH:10]=1.[OH-].[Na+].[S:24](Cl)([C:27]1[CH:33]=[CH:32][C:30]([CH3:31])=[CH:29][CH:28]=1)(=[O:26])=[O:25].CCOC(C)=O>O.C1(C)C=CC=CC=1>[Br:1][C:2]1[CH:3]=[CH:4][C:5]2[C:6]3[CH2:14][N:13]([C:15]([O:17][C:18]([CH3:21])([CH3:20])[CH3:19])=[O:16])[CH2:12][CH2:11][C:7]=3[N:8]([S:24]([C:27]3[CH:33]=[CH:32][C:30]([CH3:31])=[CH:29][CH:28]=3)(=[O:26])=[O:25])[C:9]=2[CH:10]=1 |f:1.2|. Procedure details: tert-Butyl 7-bromo-3,4-dihydro-1H-pyrido[4,3-b]indole-2(5H)-carboxylate (1.07 g, 3.04 mmol), 6 N NaOH solution (6 mL), (Bu4N)2SO4 (50% wt. solution in H2O, 0.20 mL), and TsCl (646 mg, 3.39 mmol) were combined in toluene (20 mL) and the resulting suspension was stirred at 25° C. for 1.5 h. H2O and EtOAc were added to the suspension and the phases were separated. The organic phase was washed with H2O, dried over Na2SO4 and concentrated under reduced pressure to afford the title compound (1.39 g, 9... Reactants: O=C1C2CN(CC1CC(C2)C(=O)OC)C(=O)OC(C)(C)C (3-tert-butyl 7-methyl 9-oxo-3-azabicyclo[3.3.1]nonane-3,7-dicarboxylate), p-toluenesulfonylhydrazide, C(#N)[BH3-].[Na+] (sodium cyanoborohydride). The solvent is C1CCOC1 (THF). Run at time 2 hour. Product: C12CN(CC(CC(C1)C(=O)OC)C2)C(=O)OC(C)(C)C (3-tert-butyl 7-methyl 3-azabicyclo[3.3.1]nonane-3,7-dicarboxylate). Yield: 45.1%. Reaction SMILES: O=[C:2]1[CH:7]2[CH2:8][CH:9]([C:11]([O:13][CH3:14])=[O:12])[CH2:10][CH:3]1[CH2:4][N:5]([C:15]([O:17][C:18]([CH3:21])([CH3:20])[CH3:19])=[O:16])[CH2:6]2.C([BH3-])#N.[Na+]>C1COCC1>[CH:3]12[CH2:2][CH:7]([CH2:8][CH:9]([C:11]([O:13][CH3:14])=[O:12])[CH2:10]1)[CH2:6][N:5]([C:15]([O:17][C:18]([CH3:21])([CH3:20])[CH3:19])=[O:16])[CH2:4]2 |f:1.2|. Procedure: To a solution of 3-tert-butyl 7-methyl 9-oxo-3-azabicyclo[3.3.1]nonane-3,7-dicarboxylate (22.1 g) in THF (372 mL) was added p-toluenesulfonylhydrazide (16.6 g). The reaction mixture was stirred at room temperature for 2 hr, sodium cyanoborohydride was added. The mixture was stirred at 65° C. for 16 hr, and the solvent was evaporated under reduced pressure. The residue was purified by silica gel column chromatography (ethyl acetate/hexane) to give the title compound (9.50 g). Starting materials: CC(C)C1C(=O)NCCN1CC1CN(S(=O)(=O)c2ccc([N+](=O)[O-])s2)CCN1, CCN(C(C)C)C(C)C, OC(c1cnc(Cl)nc1)(C(F)(F)F)C(F)(F)F, C1COCCO1. The product is CC(C)C1C(=O)NCCN1CC1CN(S(=O)(=O)c2ccc([N+](=O)[O-])s2)CCN1c1ncc(C(O)(C(F)(F)F)C(F)(F)F)cn1. RXN SMILES: [CH3:1][CH:2]([CH3:3])[CH:4]1[C:5](=[O:28])[NH:6][CH2:7][CH2:8][N:9]1[CH2:10][CH:11]1[NH:12][CH2:13][CH2:14][N:15]([S:17](=[O:18])(=[O:19])[c:20]2[s:21][c:22]([N+:25](=[O:26])[O-:27])[cH:23][cH:24]2)[CH2:16]1.[CH:46]([N:47]([CH2:48][CH3:49])[CH:50]([CH3:51])[CH3:52])([CH3:53])[CH3:54].[Cl:29][c:30]1[n:31][cH:32][c:33]([C:36]([C:37]([F:38])([F:39])[F:40])([C:41]([F:42])([F:43])[F:44])[OH:45])[cH:34][n:35]1.[O:55]1[CH2:56][CH2:57][O:58][CH2:59][CH2:60]1>>[CH3:1][CH:2]([CH3:3])[CH:4]1[C:5](=[O:28])[NH:6][CH2:7][CH2:8][N:9]1[CH2:10][CH:11]1[N:12]([c:30]2[n:31][cH:32][c:33]([C:36]([C:37]([F:38])([F:39])[F:40])([C:41]([F:42])([F:43])[F:44])[OH:45])[cH:34][n:35]2)[CH2:13][CH2:14][N:15]([S:17](=[O:18])(=[O:19])[c:20]2[s:21][c:22]([N+:25](=[O:26])[O-:27])[cH:23][cH:24]2)[CH2:16]1.